Dataset: the Open Reaction Database (ORD), a public repository of structured organic reaction records. Task: describe an organic reaction: reactants, conditions, products, and yield Starting materials: CCOC(=O)C(=O)c1ccc(O)cc1, CN(C)C=O, [H-], [Na+], BrCCCCCCc1cccc(OCc2ccccc2)c1OCc1ccccc1. Product: CCOC(=O)C(=O)c1ccc(OCCCCCCc2cccc(OCc3ccccc3)c2OCc2ccccc2)cc1. As a reaction SMILES: [CH2:1]([CH3:2])[O:3][C:4]([C:5]([c:6]1[cH:7][cH:8][c:9]([OH:12])[cH:10][cH:11]1)=[O:13])=[O:14].[CH3:46][N:47]([CH3:48])[CH:49]=[O:50].[H-:15].[Na+:16].[c:17]1([CH2:23][O:24][c:25]2[c:26]([O:38][CH2:39][c:40]3[cH:41][cH:42][cH:43][cH:44][cH:45]3)[c:27]([CH2:31][CH2:32][CH2:33][CH2:34][CH2:35][CH2:36][Br:37])[cH:28][cH:29][cH:30]2)[cH:18][cH:19][cH:20][cH:21][cH:22]1>>[CH2:1]([CH3:2])[O:3][C:4]([C:5]([c:6]1[cH:7][cH:8][c:9]([O:12][CH2:36][CH2:35][CH2:34][CH2:33][CH2:32][CH2:31][c:27]2[c:26]([O:38][CH2:39][c:40]3[cH:41][cH:42][cH:43][cH:44][cH:45]3)[c:25]([O:24][CH2:23][c:17]3[cH:18][cH:19][cH:20][cH:21][cH:22]3)[cH:30][cH:29][cH:28]2)[cH:10][cH:11]1)=[O:13])=[O:14]. Starting materials: C(C)OC(CCCOC1=C(C(=CC=C1)CCCCCCBr)CCC(=O)OCC)=O (4-[3-(6-bromo-hexyl)-2-(2-ethoxycarbonyl-ethyl)-phenoxy]-butyric acid ethyl ester), IC=1C=C(C=C(C1)S(=O)(=O)C)O (3-iodo-5-methanesulfonyl-phenol), C([O-])([O-])=O.[K+].[K+] (potassium carbonate). Run in CN(C=O)C (dimethylformamide), CC(=O)C (acetone), CCOC(=O)C (EtOAc). Conditions: temperature 70 celsius. Yields the product C(C)OC(CCCOC1=C(C(=CC=C1)CCCCCCOC1=CC(=CC(=C1)S(=O)(=O)C)I)CCC(=O)OCC)=O (4-{2-(2-Ethoxycarbonyl-ethyl)-3-[6-(3-iodo-5-methanesulfonyl-phenoxy)-hexyl]-phenoxy}-butyric Acid Ethyl Ester). Yield: 97.4%. RXN SMILES: [CH2:1]([O:3][C:4](=[O:29])[CH2:5][CH2:6][CH2:7][O:8][C:9]1[CH:14]=[CH:13][CH:12]=[C:11]([CH2:15][CH2:16][CH2:17][CH2:18][CH2:19][CH2:20]Br)[C:10]=1[CH2:22][CH2:23][C:24]([O:26][CH2:27][CH3:28])=[O:25])[CH3:2].[I:30][C:31]1[CH:32]=[C:33]([OH:41])[CH:34]=[C:35]([S:37]([CH3:40])(=[O:39])=[O:38])[CH:36]=1.C(=O)([O-])[O-].[K+].[K+]>CN(C)C=O.CC(C)=O.CCOC(C)=O>[CH2:1]([O:3][C:4](=[O:29])[CH2:5][CH2:6][CH2:7][O:8][C:9]1[CH:14]=[CH:13][CH:12]=[C:11]([CH2:15][CH2:16][CH2:17][CH2:18][CH2:19][CH2:20][O:41][C:33]2[CH:34]=[C:35]([S:37]([CH3:40])(=[O:39])=[O:38])[CH:36]=[C:31]([I:30])[CH:32]=2)[C:10]=1[CH2:22][CH2:23][C:24]([O:26][CH2:27][CH3:28])=[O:25])[CH3:2] |f:2.3.4|. Procedure: To a solution of 4-[3-(6-bromo-hexyl)-2-(2-ethoxycarbonyl-ethyl)-phenoxy]-butyric acid ethyl ester (3.79 g, 8.05 mmol), 3-iodo-5-methanesulfonyl-phenol (2.0 g, 6.71 mmol) in dimethylformamide (40 mL) and acetone (80 mL) was added potassium carbonate (9.25 g, 67.1 mmol). The resulting suspension was heated at 70° C. for 24 h. Then, the reaction mixture was cooled to room temperature, diluted with EtOAc and washed with 10% HCl and water. Then, the combined organic extracts were washed with brine. ...